describe an organic reaction: reactants, conditions, products, and yield From a dataset of the Open Reaction Database (ORD), a public repository of structured organic reaction records. Reactants: CCO, Cc1ccc2c(c1)c(-c1ccc(F)cc1)c(C)n2C1=CCN(CCN2CCNC2=O)CC1, O=C[O-], [NH4+]. Yields the product Cc1ccc2c(c1)c(-c1ccc(F)cc1)c(C)n2C1CCN(CCN2CCNC2=O)CC1. RXN SMILES: [CH3:37][CH2:38][OH:39].[CH3:5][c:6]1[n:7]([C:23]2=[CH:28][CH2:27][N:26]([CH2:29][CH2:30][N:31]3[C:32](=[O:36])[NH:33][CH2:34][CH2:35]3)[CH2:25][CH2:24]2)[c:8]2[cH:9][cH:10][c:11]([CH3:22])[cH:12][c:13]2[c:14]1-[c:15]1[cH:16][cH:17][c:18]([F:21])[cH:19][cH:20]1.[CH:1]([O-:2])=[O:3].[NH4+:4]>>[CH3:5][c:6]1[n:7]([CH:23]2[CH2:24][CH2:25][N:26]([CH2:29][CH2:30][N:31]3[C:32](=[O:36])[NH:33][CH2:34][CH2:35]3)[CH2:27][CH2:28]2)[c:8]2[cH:9][cH:10][c:11]([CH3:22])[cH:12][c:13]2[c:14]1-[c:15]1[cH:16][cH:17][c:18]([F:21])[cH:19][cH:20]1. The reactants are O (water), ClCC(=O)NNC(=O)C1=CC=CC=C1 (N′-(2-chloroacetyl)benzenecarbohydrazide), ClCCl.C(C)(=O)OCC (dichloromethane ethyl acetate), C([O-])(O)=O.[Na+] (sodium bicarbonate). Solvent: ClCCl (dichloromethane), CO (methanol), CN(C)C=O (DMF). Run at temperature 100 celsius, time 8 hour. The product is C1(=CC=CC=C1)C=1OCC(NN1)=O (2-Phenyl-4H-1,3,4-oxadiazin-5(6H)-one). RXN SMILES: Cl[CH2:2][C:3]([NH:5][NH:6][C:7]([C:9]1[CH:14]=[CH:13][CH:12]=[CH:11][CH:10]=1)=[O:8])=[O:4].C(=O)(O)[O-].[Na+].ClCCl.C(OCC)(=O)C.O>CN(C=O)C.ClCCl.CO>[C:9]1([C:7]2[O:8][CH2:2][C:3](=[O:4])[NH:5][N:6]=2)[CH:14]=[CH:13][CH:12]=[CH:11][CH:10]=1 |f:1.2,3.4|. Procedure details: 812 g (3.82 mol) of N′-(2-chloroacetyl)benzenecarbohydrazide were dissolved in 13 liters of dry DMF, and 384.95 g (4.58 mol) of sodium bicarbonate were added. The reaction solution was then heated to 100° C. and stirred at this temperature overnight. After the reaction had gone to completion (monitored by TLC, mobile phase dichloromethane/ethyl acetate 9:1), the reaction solution was cooled to room temperature, poured into 65 liters of water and extracted three times with in each case 17.5 liter... Starting materials: C(=C\C1=CC=CC=C1)/C=1OC=C(N1)CO ((E)-(2-styryloxazol-4-yl)methanol), C(C)(C)(C)[Si](C)(C)Cl (tert-butylchlorodimethylsilane), N#N (N2), N1C=NC=C1 (imidazole). Solvent: C(Cl)Cl (CH2Cl2), O (Water). Reaction conditions: time 1 hour. Yields the product [Si](C)(C)(C(C)(C)C)OCC=1N=C(OC1)\C=C\C1=CC=CC=C1 ((E)-4-(((tert-Butyldimethylsilyl)oxy)methyl)-2-styryloxazole). RXN SMILES: N#N.[CH:3](/[C:11]1[O:12][CH:13]=[C:14]([CH2:16][OH:17])[N:15]=1)=[CH:4]\[C:5]1[CH:10]=[CH:9][CH:8]=[CH:7][CH:6]=1.[C:18]([Si:22](Cl)([CH3:24])[CH3:23])([CH3:21])([CH3:20])[CH3:19].N1C=CN=C1>C(Cl)Cl.O>[Si:22]([O:17][CH2:16][C:14]1[N:15]=[C:11](/[CH:3]=[CH:4]/[C:5]2[CH:6]=[CH:7][CH:8]=[CH:9][CH:10]=2)[O:12][CH:13]=1)([C:18]([CH3:21])([CH3:20])[CH3:19])([CH3:24])[CH3:23]. Procedure: In a flame dried round-bottomed flask equipped with a magnetic stir bar and under inert atmosphere (N2), a solution of (E)-(2-styryloxazol-4-yl)methanol (5.40 g, 26.8 mmol) in CH2Cl2 (56.0 mL) was treated at rt with tert-butylchlorodimethylsilane (8.52 g, 53.67 mmol) followed by imidazole (3.69 g, 53.67 mmol) and the resulting suspension was stirred for 1 h at rt. Water was added. The aq. layer was extracted with and the combined org. layers were dried over Na2SO4, filtered and the solvent was r... Starting materials: C(=O)([O-])[O-].[K+].[K+] (K2CO3), FC1=C(CBr)C(=CC=C1)F (2,6-Difluorobenzyl bromide), CN(C)C=O (DMF). Conditions: time 4 hour. Yields the product FC1=C(COC2=CC=C(C=C2)CC#N)C(=CC=C1)F ((4-(2,6-Difluorobenzyloxy)phenyl)-acetonitrile). Reaction SMILES: [C:1]([O-:4])([O-])=O.[K+].[K+].[F:7][C:8]1[CH:15]=[CH:14][CH:13]=[C:12]([F:16])[C:9]=1[CH2:10]Br.C[N:18]([CH:20]=O)C>>[F:7][C:8]1[CH:15]=[CH:14][CH:13]=[C:12]([F:16])[C:9]=1[CH2:10][O:4][C:1]1[CH:13]=[CH:12][C:9]([CH2:10][C:20]#[N:18])=[CH:8][CH:15]=1 |f:0.1.2|. Reported procedure: To a solution of 4-Hydroxybenzyl cyamide (5 g, 37.5 mmol) and K2CO3 (6.74 g, 48.8 mmol) in dry DMF (20 ml) was added 2,6-Difluorobenzyl bromide (7.77 g, 37.5 mmol). The reaction mixture was stirred for 4 hours at room temperature and concentrated in vacuo. The crude residue was taken in EtOAc and washed with water and brine. The aqueous layer washed one more time with EtOAc. The combined organic layers were dried over Na2SO4, filtered, and concentrated to provide the title compound as a white so... The reactants are Brc1ccc2c(c1)NCCCC2, COc1ccc(Cl)cc1S(=O)(=O)Cl. Product: COc1ccc(Cl)cc1S(=O)(=O)N1CCCCc2ccc(Br)cc21. As a reaction SMILES: [Br:1][c:2]1[cH:3][cH:4][c:5]2[c:6]([cH:12]1)[NH:7][CH2:8][CH2:9][CH2:10][CH2:11]2.[Cl:13][c:14]1[cH:15][cH:16][c:17]([O:24][CH3:25])[c:18]([S:20](=[O:21])(=[O:22])[Cl:23])[cH:19]1>>[Br:1][c:2]1[cH:3][cH:4][c:5]2[c:6]([cH:12]1)[N:7]([S:20]([c:18]1[c:17]([O:24][CH3:25])[cH:16][cH:15][c:14]([Cl:13])[cH:19]1)(=[O:21])=[O:22])[CH2:8][CH2:9][CH2:10][CH2:11]2. Reactants: CCO, Cc1ccc2c(Cl)ccnc2n1, Nc1cc(Cl)ccc1Oc1ccc(O)cc1. The product is Cc1ccc2c(Nc3cc(Cl)ccc3Oc3ccc(O)cc3)ccnc2n1. As a reaction SMILES: [CH3:29][CH2:30][OH:31].[Cl:1][c:2]1[c:3]2[cH:4][cH:5][c:6]([CH3:12])[n:7][c:8]2[n:9][cH:10][cH:11]1.[NH2:13][c:14]1[c:15]([O:16][c:17]2[cH:18][cH:19][c:20]([OH:23])[cH:21][cH:22]2)[cH:24][cH:25][c:26]([Cl:28])[cH:27]1>>[c:2]1([NH:13][c:14]2[c:15]([O:16][c:17]3[cH:18][cH:19][c:20]([OH:23])[cH:21][cH:22]3)[cH:24][cH:25][c:26]([Cl:28])[cH:27]2)[c:3]2[cH:4][cH:5][c:6]([CH3:12])[n:7][c:8]2[n:9][cH:10][cH:11]1. Starting materials: O=C([O-])[O-], C=CCBr, CS(C)=O, Oc1cccc(F)c1-c1ccc(Cl)cc1Cl, [K+], [K+]. Product: C=CCOc1cccc(F)c1-c1ccc(Cl)cc1Cl. Reaction SMILES: [C:17](=[O:18])([O-:19])[O-:20].[CH2:23]([CH:24]=[CH2:25])[Br:26].[CH3:27][S:28]([CH3:29])=[O:30].[Cl:1][c:2]1[c:3](-[c:9]2[c:10]([OH:16])[cH:11][cH:12][cH:13][c:14]2[F:15])[cH:4][cH:5][c:6]([Cl:8])[cH:7]1.[K+:21].[K+:22]>>[Cl:1][c:2]1[c:3](-[c:9]2[c:10]([O:16][CH2:25][CH:24]=[CH2:23])[cH:11][cH:12][cH:13][c:14]2[F:15])[cH:4][cH:5][c:6]([Cl:8])[cH:7]1.